Dataset: the Open Reaction Database (ORD), a public repository of structured organic reaction records. Task: describe an organic reaction: reactants, conditions, products, and yield Starting materials: C(C)NC=1C(=NC=CC1)N1CCN(CC1)C(=O)C1=NC=C(C(=O)O)C=C1 (6-[1-[3-(ethylamino)-2-pyridyl]piperazin-4-yl-carbonyl]nicotinic acid), CC(COC)N (2-methoxyisopropylamine). Yields the product C(C)NC=1C(=NC=CC1)N1CCN(CC1)C(=O)C1=NC=C(C=C1)C(NC(COC)C)=O (2-[1-[3-(ethylamino)-2-pyridyl]piperazin-4-yl-carbonyl]-5-[N-(2-methoxy-1-methylethyl)carbamoyl]pyridine). Yield: 82.0%. As a reaction SMILES: [CH2:1]([NH:3][C:4]1[C:5]([N:10]2[CH2:15][CH2:14][N:13]([C:16]([C:18]3[CH:26]=[CH:25][C:21]([C:22]([OH:24])=O)=[CH:20][N:19]=3)=[O:17])[CH2:12][CH2:11]2)=[N:6][CH:7]=[CH:8][CH:9]=1)[CH3:2].[CH3:27][CH:28]([NH2:32])[CH2:29][O:30][CH3:31]>>[CH2:1]([NH:3][C:4]1[C:5]([N:10]2[CH2:11][CH2:12][N:13]([C:16]([C:18]3[CH:26]=[CH:25][C:21]([C:22](=[O:24])[NH:32][CH:28]([CH3:27])[CH2:29][O:30][CH3:31])=[CH:20][N:19]=3)=[O:17])[CH2:14][CH2:15]2)=[N:6][CH:7]=[CH:8][CH:9]=1)[CH3:2]. Reported procedure: By the same procedure as described in the example 24, the synthesis was carried out starting with 6-[1-[3-(ethylamino)-2-pyridyl]piperazin-4-yl-carbonyl]nicotinic acid and using 2-methoxyisopropylamine. And then, the product was recrystallized with isopropanol and hexane to give a desired compound. Product: COC(=O)Cc1ccc(-c2ccccc2C=O)cc1. Reactants: COC(=O)Cc1ccc(Br)cc1, O=C([O-])[O-], Cc1ccccc1, CO, O=Cc1ccccc1B(O)O, [K+], [K+]. As a reaction SMILES: [Br:1][c:2]1[cH:3][cH:4][c:5]([CH2:8][C:9](=[O:10])[O:11][CH3:12])[cH:6][cH:7]1.[C:24](=[O:25])([O-:26])[O-:27].[CH3:30][c:31]1[cH:32][cH:33][cH:34][cH:35][cH:36]1.[CH3:37][OH:38].[CH:13](=[O:14])[c:15]1[c:16]([B:21]([OH:22])[OH:23])[cH:17][cH:18][cH:19][cH:20]1.[K+:28].[K+:29]>>[c:2]1(-[c:16]2[c:15]([CH:13]=[O:14])[cH:20][cH:19][cH:18][cH:17]2)[cH:3][cH:4][c:5]([CH2:8][C:9](=[O:10])[O:11][CH3:12])[cH:6][cH:7]1. The reactants are C1(=CC=CC=C1)P(C1=CC=CC=C1)C1=CC=CC=C1 (triphenylphosphine), BrC1=CC=C(C=C1)S(=O)(=O)NC=1SC=CN1 (4-bromo-N-thiazol-2-yl-benzenesulfonamide), N1=CNC2=C1C=CC=C2 (Benzimidazole), MgO. Reagents/catalysts: [Cu](I)I (copper iodide), C(C)(=O)[O-].[Pd+2].C(C)(=O)[O-] (palladium acetate). Solvent: O1CCOCC1 (1,4-dioxane), CC(=O)C (acetone). Reaction conditions: temperature 150 celsius, time 8 hour. Product: N1C(=NC2=C1C=CC=C2)C2=CC=C(C=C2)S(=O)(=O)NC=2SC=CN2 (4-(1H-benzoimidazol-2-yl)-N-thiazol-2-yl-benzenesulfonamide). Yield: 2.2%. As a reaction SMILES: [N:1]1[C:5]2[CH:6]=[CH:7][CH:8]=[CH:9][C:4]=2[NH:3][CH:2]=1.C1(P(C2C=CC=CC=2)C2C=CC=CC=2)C=CC=CC=1.Br[C:30]1[CH:35]=[CH:34][C:33]([S:36]([NH:39][C:40]2[S:41][CH:42]=[CH:43][N:44]=2)(=[O:38])=[O:37])=[CH:32][CH:31]=1>O1CCOCC1.CC(C)=O.[Cu](I)I.C([O-])(=O)C.[Pd+2].C([O-])(=O)C>[NH:1]1[C:5]2[CH:6]=[CH:7][CH:8]=[CH:9][C:4]=2[N:3]=[C:2]1[C:30]1[CH:35]=[CH:34][C:33]([S:36]([NH:39][C:40]2[S:41][CH:42]=[CH:43][N:44]=2)(=[O:38])=[O:37])=[CH:32][CH:31]=1 |f:6.7.8|. Procedure: Benzimidazole (0.313 mmol) and MgO (0.376 mmol) was stirred in 1,4-dioxane (2 mL) for 10 min. at room temp. To the solution, copper iodide (0.627 mmol), palladium acetate (0.016 mmol), triphenylphosphine (0.062 mmol), and 4-bromo-N-thiazol-2-yl-benzenesulfonamide (0.313 mmol) were added. The reaction was sealed and heated to 150° C. After 7 h the reaction was cooled to 120° C. and stirred overnight. The reaction was cooled to room temperature and diluted with acetone. The solution was filtered t... Reactants: C(C)OC(=O)C=1C(C2=C(N=C(N=C2)NC2=CC=C(C=C2)N2CCN(CC2)C)N(C1)C=1C=C2CCCC2=CC1)=O (8-indan-5-yl-2-[4-(4-methyl-piperazin-1-yl)-phenylamino]-5-oxo-5,8-dihydro-pyrido[2,3-d]pyrimidine-6-carboxylic acid ethyl ester). The solvent is O1CCCC1 (tetrahydrofuran), [OH-].[Na+] (sodium hydroxide). Yields the product C1CCC2=CC(=CC=C12)N1C=C(C(C2=C1N=C(N=C2)NC2=CC=C(C=C2)N2CCN(CC2)C)=O)C(=O)O (8-indan-5-yl-2-[4-(4-methyl-piperazin-1-yl)-phenylamino]-5-oxo-5,8-dihydro-pyrido[2,3-d]pyrimidine-6-carboxylic acid). Reaction SMILES: C([O:3][C:4]([C:6]1[C:7](=[O:39])[C:8]2[CH:13]=[N:12][C:11]([NH:14][C:15]3[CH:20]=[CH:19][C:18]([N:21]4[CH2:26][CH2:25][N:24]([CH3:27])[CH2:23][CH2:22]4)=[CH:17][CH:16]=3)=[N:10][C:9]=2[N:28]([C:30]2[CH:31]=[C:32]3[C:36](=[CH:37][CH:38]=2)[CH2:35][CH2:34][CH2:33]3)[CH:29]=1)=[O:5])C>O1CCCC1.[OH-].[Na+]>[CH2:35]1[C:36]2[C:32](=[CH:31][C:30]([N:28]3[C:9]4[N:10]=[C:11]([NH:14][C:15]5[CH:16]=[CH:17][C:18]([N:21]6[CH2:22][CH2:23][N:24]([CH3:27])[CH2:25][CH2:26]6)=[CH:19][CH:20]=5)[N:12]=[CH:13][C:8]=4[C:7](=[O:39])[C:6]([C:4]([OH:5])=[O:3])=[CH:29]3)=[CH:38][CH:37]=2)[CH2:33][CH2:34]1 |f:2.3|. Procedure details: Hydrolysis of 8-indan-5-yl-2-[4-(4-methyl-piperazin-1-yl)-phenylamino]-5-oxo-5,8-dihydro-pyrido[2,3-d]pyrimidine-6-carboxylic acid ethyl ester Cpd 1 (Example 1(g), 50 mg) in a mixture of tetrahydrofuran (THF) and 1 N sodium hydroxide solution at an elevated temperature gave 8-indan-5-yl-2-[4-(4-methyl-piperazin-1-yl)-phenylamino]-5-oxo-5,8-dihydro-pyrido[2,3-d]pyrimidine-6-carboxylic acid Cpd 6, which was purified using preparative HPLC, resulting in a formic acid salt form (28 mg, yellow solid)... Reactants: COC(=O)C(O[SiH](C)C)(c1cccc(Cl)c1)C(C)(C)C, CC(C)C[Al+]CC(C)C, CCOC(C)=O, CCCCCC, Cc1ccccc1, [H-], O. Yields the product C[SiH](C)OC(C=O)(c1cccc(Cl)c1)C(C)(C)C. RXN SMILES: [C:1]([CH3:2])([CH3:3])([CH3:4])[C:5]([C:6](=[O:7])[O:8][CH3:9])([c:10]1[cH:11][c:12]([Cl:16])[cH:13][cH:14][cH:15]1)[O:17][SiH:18]([CH3:19])[CH3:20].[CH2:22]([Al+:23][CH2:24][CH:25]([CH3:26])[CH3:27])[CH:28]([CH3:29])[CH3:30].[CH3:32][CH2:33][O:34][C:35](=[O:36])[CH3:37].[CH3:38][CH2:39][CH2:40][CH2:41][CH2:42][CH3:43].[CH3:44][c:45]1[cH:46][cH:47][cH:48][cH:49][cH:50]1.[H-:21].[OH2:31]>>[C:1]([CH3:2])([CH3:3])([CH3:4])[C:5]([CH:6]=[O:7])([c:10]1[cH:11][c:12]([Cl:16])[cH:13][cH:14][cH:15]1)[O:17][SiH:18]([CH3:19])[CH3:20].